From a dataset of the Open Reaction Database (ORD), a public repository of structured organic reaction records. describe an organic reaction: reactants, conditions, products, and yield The reactants are [BH4-], O=C(c1cc(O)cc(O)c1)N1CCC(N(Cc2ccnc3ccccc23)C(=O)C(F)(F)F)CC1Cc1ccccc1, [Na+]. The product is O=C(c1cc(O)cc(O)c1)N1CCC(NCc2ccnc3ccccc23)CC1Cc1ccccc1. As a reaction SMILES: [BH4-:42].[CH2:1]([c:2]1[cH:3][cH:4][cH:5][cH:6][cH:7]1)[CH:8]1[N:9]([C:32]([c:33]2[cH:34][c:35]([OH:40])[cH:36][c:37]([OH:39])[cH:38]2)=[O:41])[CH2:10][CH2:11][CH:12]([N:14]([C:15](=[O:16])[C:17]([F:18])([F:19])[F:20])[CH2:21][c:22]2[cH:23][cH:24][n:25][c:26]3[cH:27][cH:28][cH:29][cH:30][c:31]23)[CH2:13]1.[Na+:43]>>[CH2:1]([c:2]1[cH:3][cH:4][cH:5][cH:6][cH:7]1)[CH:8]1[N:9]([C:32]([c:33]2[cH:34][c:35]([OH:40])[cH:36][c:37]([OH:39])[cH:38]2)=[O:41])[CH2:10][CH2:11][CH:12]([NH:14][CH2:21][c:22]2[cH:23][cH:24][n:25][c:26]3[cH:27][cH:28][cH:29][cH:30][c:31]23)[CH2:13]1. Starting materials: C(C)(C)(C)OC(=O)N1CCN(CC1)C1=NC=CC2=CC=C(C=C12)SC1=CC=C(C=C1)Cl (4-[7-(p-chloro-phenylsulfanyl)-isoquinolin-1-yl]-piperazine-1-carboxylic acid tert-butyl ester), OO (H2O2), FC(C(=O)O)(F)F (trifluoroacetic acid), [OH-].[Na+] (NaOH). Solvent: C(C)(=O)OCC (ethyl acetate), O (water). Run at temperature 50 celsius, time 8 hour. Yields the product Cl.ClC1=CC=C(C=C1)S(=O)(=O)C1=CC=C2C=CN=C(C2=C1)N1CCNCC1 (7-(p-Chloro-benzenesulfonyl)-1-piperazin-1-yl-isoquinoline hydrochloride). As a reaction SMILES: C(OC([N:8]1[CH2:13][CH2:12][N:11]([C:14]2[C:23]3[C:18](=[CH:19][CH:20]=[C:21]([S:24][C:25]4[CH:30]=[CH:29][C:28]([Cl:31])=[CH:27][CH:26]=4)[CH:22]=3)[CH:17]=[CH:16][N:15]=2)[CH2:10][CH2:9]1)=O)(C)(C)C.OO.FC(F)(F)C(O)=[O:37].[OH-:41].[Na+]>C(OCC)(=O)C.O>[ClH:31].[Cl:31][C:28]1[CH:29]=[CH:30][C:25]([S:24]([C:21]2[CH:22]=[C:23]3[C:18]([CH:17]=[CH:16][N:15]=[C:14]3[N:11]3[CH2:12][CH2:13][NH:8][CH2:9][CH2:10]3)=[CH:19][CH:20]=2)(=[O:37])=[O:41])=[CH:26][CH:27]=1 |f:3.4,7.8|. Procedure details: A mixture of 4-[7-(p-chloro-phenylsulfanyl)-isoquinolin-1-yl]-piperazine-1-carboxylic acid tert-butyl ester (297 mg, 0.65 mmol), H2O2 (30% in water, 0.5 mL), trifluoroacetic acid (3 mL) was heated at 50° C., 2 h. The reaction was continued overnight at 35° C. A water solution of NaOH (1N) was added (pH=14), ethyl acetate was added and the organic phase was separated, dried (MgSO4), filtered. The filtrated was concentrated and the residue was purified by flash column chromatography (SiO2, dichlor... Reactants: C(C)OC(C[C@H](NC(CCC1CCC=2C(=NC=3NCCCC3C2)C1)=O)C1=CC2=C(CCO2)C=C1)=O (3(S)-(2,3-Dihydro-benzofuran-6-yl)-3-(3-(1,2,3,4,6,7,8,9-octahydro-benzo[b][1,8]naphthyridin-8-yl)-propionylamino)-propionic acid ethyl ester), [OH-].[Na+] (NaOH). The product is O1CCC2=C1C=C(C=C2)[C@H](CC(=O)O)NC(CCC2CCC=1C(=NC=3NCCCC3C1)C2)=O (3(S)-(2,3-Dihydro-benzofuran-6-yl)-3-(3-(1,2,3,4,6,7,8,9-octahydro-benzo[b][1,8]naphthyridin-8-yl)-propionylamino)-propionic acid). Reaction SMILES: C([O:3][C:4](=[O:35])[CH2:5][C@@H:6]([C:26]1[CH:34]=[CH:33][C:29]2[CH2:30][CH2:31][O:32][C:28]=2[CH:27]=1)[NH:7][C:8](=[O:25])[CH2:9][CH2:10][CH:11]1[CH2:24][C:15]2=[N:16][C:17]3[NH:18][CH2:19][CH2:20][CH2:21][C:22]=3[CH:23]=[C:14]2[CH2:13][CH2:12]1)C.[OH-].[Na+]>>[O:32]1[C:28]2[CH:27]=[C:26]([C@@H:6]([NH:7][C:8](=[O:25])[CH2:9][CH2:10][CH:11]3[CH2:24][C:15]4=[N:16][C:17]5[NH:18][CH2:19][CH2:20][CH2:21][C:22]=5[CH:23]=[C:14]4[CH2:13][CH2:12]3)[CH2:5][C:4]([OH:35])=[O:3])[CH:34]=[CH:33][C:29]=2[CH2:30][CH2:31]1 |f:1.2|. Procedure: A solution of 14-5 (0.050 g, 0.105 mmol) and aqueous 1N NaOH (0.210 mL, 0.210 mmol) was stirred at room temperature for 3 h. The solution was concentrated. The residue was triturated with Et2O and the white solid collected by to give 14-6. Reactants: CO, O=CO, CCOc1c(Cl)cc2c([nH]c3cnccc32)c1[N+](=O)[O-], Nc1c(OCC2CC2)c(Cl)cc2c1[nH]c1cnccc12, [H][H]. The product is CCOc1c(Cl)cc2c([nH]c3cnccc32)c1N. Reaction SMILES: [CH3:46][OH:47].[CH:43]([OH:44])=[O:45].[Cl:1][c:2]1[cH:3][c:4]2[c:5]3[cH:6][cH:7][n:8][cH:9][c:10]3[nH:11][c:12]2[c:13]([N+:18]([O-:19])=[O:20])[c:14]1[O:15][CH2:16][CH3:17].[Cl:23][c:24]1[cH:25][c:26]2[c:27]([c:28]([NH2:29])[c:30]1[O:31][CH2:32][CH:33]1[CH2:34][CH2:35]1)[nH:36][c:37]1[cH:38][n:39][cH:40][cH:41][c:42]21.[H:21][H:22]>>[Cl:1][c:2]1[cH:3][c:4]2[c:5]3[cH:6][cH:7][n:8][cH:9][c:10]3[nH:11][c:12]2[c:13]([NH2:18])[c:14]1[O:15][CH2:16][CH3:17]. Starting materials: BrCc1ccccc1, O=C1CCCc2[nH]c3ccc(Cl)cc3c21, CN(C)C=O. Yields the product O=C1CCCc2c1c1cc(Cl)ccc1n2Cc1ccccc1. RXN SMILES: [Br:16][CH2:17][c:18]1[cH:19][cH:20][cH:21][cH:22][cH:23]1.[Cl:1][c:2]1[cH:3][c:4]2[c:5]3[c:10]([nH:11][c:12]2[cH:13][cH:14]1)[CH2:9][CH2:8][CH2:7][C:6]3=[O:15].[O:24]=[CH:25][N:26]([CH3:27])[CH3:28]>>[Cl:1][c:2]1[cH:3][c:4]2[c:5]3[c:10]([n:11]([CH2:17][c:18]4[cH:19][cH:20][cH:21][cH:22][cH:23]4)[c:12]2[cH:13][cH:14]1)[CH2:9][CH2:8][CH2:7][C:6]3=[O:15].